From a dataset of the Open Reaction Database (ORD), a public repository of structured organic reaction records. describe an organic reaction: reactants, conditions, products, and yield The reactants are CCO, O=[N+]([O-])c1ccc(OCCOC2CCCCO2)cc1, [NH4+]. Yields the product Nc1ccc(OCCOC2CCCCO2)cc1. As a reaction SMILES: [CH3:21][CH2:22][OH:23].[N+:1]([O-:2])(=[O:3])[c:4]1[cH:5][cH:6][c:7]([O:10][CH2:11][CH2:12][O:13][CH:14]2[O:15][CH2:16][CH2:17][CH2:18][CH2:19]2)[cH:8][cH:9]1.[NH4+:20]>>[NH2:1][c:4]1[cH:5][cH:6][c:7]([O:10][CH2:11][CH2:12][O:13][CH:14]2[O:15][CH2:16][CH2:17][CH2:18][CH2:19]2)[cH:8][cH:9]1. Starting materials: OS(=O)(=O)[O-].[K+] (KHSO4), CC(C)C[AlH]CC(C)C (DIBALH), C(=O)=O (dry ice), COC(=O)C=1C(=NC(=NC1)C=1C=NC(=CC1)C(F)(F)F)CCOC (4-(2-methoxy-ethyl)-2-(6-trifluoromethyl-pyridin-3-yl)-pyrimidine-5-carboxylic acid methyl ester), C(C)OC(=O)C=1C(=NC(=NC1)C=1C=NC(=CC1)C(F)(F)F)CCOC (4-(2-methoxy-ethyl)-2-(6-trifluoromethyl-pyridin-3-yl)-pyrimidine-5-carboxylic acid ethyl ester). Solvent: C1CCOC1 (THF). Run at temperature 0 celsius, time 1 hour. The product is COCCC1=NC(=NC=C1CO)C=1C=NC(=CC1)C(F)(F)F ([4-(2-methoxy-ethyl)-2-(6-trifluoromethyl-pyridin-3-yl)-pyrimidin-5-yl]-methanol). The yield is 107.3%. As a reaction SMILES: CC(C[AlH]CC(C)C)C.C(=O)=O.C[O:14][C:15]([C:17]1[C:18]([CH2:33][CH2:34][O:35][CH3:36])=[N:19][C:20]([C:23]2[CH:24]=[N:25][C:26]([C:29]([F:32])([F:31])[F:30])=[CH:27][CH:28]=2)=[N:21][CH:22]=1)=O.C(OC(C1C(CCOC)=NC(C2C=NC(C(F)(F)F)=CC=2)=NC=1)=O)C.OS([O-])(=O)=O.[K+]>C1COCC1>[CH3:36][O:35][CH2:34][CH2:33][C:18]1[C:17]([CH2:15][OH:14])=[CH:22][N:21]=[C:20]([C:23]2[CH:24]=[N:25][C:26]([C:29]([F:32])([F:30])[F:31])=[CH:27][CH:28]=2)[N:19]=1 |f:4.5|. Reported procedure: Within 20 min was dropped 50 ml (60 mmol) of DIBALH (1.2 M solution in toluene) to a dry ice cooled (−30° C.) solution of 6.83 g (20 mmol) 4-(2-methoxy-ethyl)-2-(6-trifluoromethyl-pyridin-3-yl)-pyrimidine-5-carboxylic acid methyl ester and 4-(2-methoxy-ethyl)-2-(6-trifluoromethyl-pyridin-3-yl)-pyrimidine-5-carboxylic acid ethyl ester in 100 ml of THF. The reaction was warmed up (0° C. for 1 h) and stirred 1 h at RT. The reaction was cooled (0° C.) and neutralized with KHSO4 solution (10%). The m... The reactants are 2,5-dioxo-1-pyrrolidinyl [(3S)tetrahydro-3-furanyl]carbonate, N[C@H]([C@@H](CN(S(=O)(=O)C1=CC=C(C=C1)OC)OC1CCCC1)O)CC1=CC=CC=C1 (N1[(2R,3S)-3-amino-2-hydroxy-4-phenylbutyl]-N1-(cyclopentyloxy)-4-methoxy-1-benzenesulfonamide), C(C)(C)N(C(C)C)CC (N,N-diisopropylethylamine), C(C1=CC=CC=C1)[C@@H]([C@H](C(OC1CCCC1)NS(=O)(=O)C1=CC=C(C=C1)OC)O)NC(OC1COCC1)=O (tetrahydro-3-furanyl N-((1S,2R)-1-benzyl-3-(cyclopentyloxy)[(4-methoxyphenyl)sulfonyl]amino-2-hydroxypropyl)carbamate). Run at time 18 hour. The product is C(C1=CC=CC=C1)[C@@H]([C@H](C(OC1CCCC1)NS(=O)(=O)C1=CC=C(C=C1)OC)O)NC(O[C@@H]1COCC1)=O ((3S)tetrahydro-3-furanyl N-((1S,2R) -1-benzyl-3-(cyclopentyloxy)[(4-methoxyphenyl)sulfonyl]amino-2-hydroxypropyl)carbamate). The yield is 87.0%. RXN SMILES: [CH2:1]([C@H:8]([NH:30][C:31](=[O:38])[O:32][CH:33]1[CH2:37][CH2:36][O:35][CH2:34]1)[C@@H:9]([OH:29])[CH:10]([NH:17][S:18]([C:21]1[CH:26]=[CH:25][C:24]([O:27][CH3:28])=[CH:23][CH:22]=1)(=[O:20])=[O:19])[O:11][CH:12]1[CH2:16][CH2:15][CH2:14][CH2:13]1)[C:2]1[CH:7]=[CH:6][CH:5]=[CH:4][CH:3]=1.N[C@@H](CC1C=CC=CC=1)[C@H](O)CN(OC1CCCC1)S(C1C=CC(OC)=CC=1)(=O)=O.C(N(CC)C(C)C)(C)C>>[CH2:1]([C@H:8]([NH:30][C:31](=[O:38])[O:32][C@H:33]1[CH2:37][CH2:36][O:35][CH2:34]1)[C@@H:9]([OH:29])[CH:10]([NH:17][S:18]([C:21]1[CH:22]=[CH:23][C:24]([O:27][CH3:28])=[CH:25][CH:26]=1)(=[O:20])=[O:19])[O:11][CH:12]1[CH2:13][CH2:14][CH2:15][CH2:16]1)[C:2]1[CH:3]=[CH:4][CH:5]=[CH:6][CH:7]=1. Procedure details: tetrahydro-3-furanyl N-((1S,2R)-1-benzyl-3-(cyclopentyloxy)[(4-methoxyphenyl)sulfonyl]amino-2-hydroxypropyl)carbamate. A mixture of 2,5-dioxo-1-pyrrolidinyl [(3S)tetrahydro-3-furanyl]carbonate (13.8 mg, 0.0602 mmol, W094/05639), N1-[(2R,3S)-3-amino-2-hydroxy-4-phenylbutyl]-N1-(cyclopentyloxy)-4-methoxy-1-benzenesulfonamide x trifluoracetic acid (Step 1, Example 48), (30 mg, 0.0547 mmol), and N,N-diisopropylethylamine (23.8 AL, 0.137 mmol) were combined at ambient temperature under an Argon atmos... Starting materials: C(C1=CC=CC=C1)OC1=CC(=C2C(=NC=NC2=C1)NC1=C(C=CC(=C1)OC)Cl)OC1COCC1 (7-benzyloxy-4-(2-chloro-5-methoxyanilino)-5-tetrahydrofuran-3-yloxyquinazoline), FC(C(=O)O)(F)F (trifluoroacetic acid), N (ammonia). Run in C(Cl)Cl (methylene chloride). Yields the product ClC1=C(NC2=NC=NC3=CC(=CC(=C23)OC2COCC2)O)C=C(C=C1)OC (4-(2-chloro-5-methoxyanilino)-7-hydroxy-5-tetrahydrofuran-3-yloxyquinazoline). The yield is 148.5%. Reaction SMILES: C([O:8][C:9]1[CH:18]=[C:17]2[C:12]([C:13]([NH:19][C:20]3[CH:25]=[C:24]([O:26][CH3:27])[CH:23]=[CH:22][C:21]=3[Cl:28])=[N:14][CH:15]=[N:16]2)=[C:11]([O:29][CH:30]2[CH2:34][CH2:33][O:32][CH2:31]2)[CH:10]=1)C1C=CC=CC=1.FC(F)(F)C(O)=O.N>C(Cl)Cl>[Cl:28][C:21]1[CH:22]=[CH:23][C:24]([O:26][CH3:27])=[CH:25][C:20]=1[NH:19][C:13]1[C:12]2[C:17](=[CH:18][C:9]([OH:8])=[CH:10][C:11]=2[O:29][CH:30]2[CH2:34][CH2:33][O:32][CH2:31]2)[N:16]=[CH:15][N:14]=1. Procedure details: Using an analogous procedure to that described in Example 20, 7-benzyloxy-4-(2-chloro-5-methoxyanilino)-5-tetrahydrofuran-3-yloxyquinazoline (0.39 g) was reacted with trifluoroacetic acid (2.5 ml). The reaction mixture was evaporated and the residue was triturated under diethyl ether. The precipitate was isolated and the solid was dissolved in a mixture of methylene chloride and a saturated methanolic ammonia solution. The mixture was evaporated and the residue was purified by column chromatogra... The reactants are C1(=CC=C(C=C1)C[C@@H](C(=O)O)NC(=O)C1(CCCC1)CC(=O)OCC)C1=CC=CC=C1 ((S)-3-(biphenyl-4-yl)-2-(1-(2-ethoxy-2-oxoethyl)cyclopentanecarboxamido)propanoic acid), CCN(C(C)C)C(C)C (DIPEA), ON1N=NC2=C1N=CC=C2 (1-hydroxy-7-azabenzotriazole), Cl.N1[C@@H](CCC1)C(=O)OCC1=CC=CC=C1 ((S)-benzyl pyrrolidine-2-carboxylate hydrochloride), CCN=C=NCCCN(C)C.Cl (WSC.HCl). The solvent is CN(C)C=O (DMF). Reaction conditions: time 14 hour. Yields the product C1(=CC=C(C=C1)C[C@@H](C(=O)N1[C@@H](CCC1)C(=O)OCC1=CC=CC=C1)NC(=O)C1(CCCC1)CC(=O)OCC)C1=CC=CC=C1 ((S)-benzyl 1-((S)-3-(biphenyl-4-yl)-2-(1-(2-ethoxy-2-oxoethyl)cyclopentanecarboxamido)propanoyl)pyrrolidine-2-carboxylate). Isolated yield 83.6%. RXN SMILES: [C:1]1([C:26]2[CH:31]=[CH:30][CH:29]=[CH:28][CH:27]=2)[CH:6]=[CH:5][C:4]([CH2:7][C@H:8]([NH:12][C:13]([C:15]2([CH2:20][C:21]([O:23][CH2:24][CH3:25])=[O:22])[CH2:19][CH2:18][CH2:17][CH2:16]2)=[O:14])[C:9]([OH:11])=O)=[CH:3][CH:2]=1.Cl.[NH:33]1[CH2:37][CH2:36][CH2:35][C@H:34]1[C:38]([O:40][CH2:41][C:42]1[CH:47]=[CH:46][CH:45]=[CH:44][CH:43]=1)=[O:39].CCN=C=NCCCN(C)C.Cl.CCN(C(C)C)C(C)C.ON1C2N=CC=CC=2N=N1>CN(C=O)C>[C:1]1([C:26]2[CH:27]=[CH:28][CH:29]=[CH:30][CH:31]=2)[CH:2]=[CH:3][C:4]([CH2:7][C@H:8]([NH:12][C:13]([C:15]2([CH2:20][C:21]([O:23][CH2:24][CH3:25])=[O:22])[CH2:16][CH2:17][CH2:18][CH2:19]2)=[O:14])[C:9]([N:33]2[CH2:37][CH2:36][CH2:35][C@H:34]2[C:38]([O:40][CH2:41][C:42]2[CH:47]=[CH:46][CH:45]=[CH:44][CH:43]=2)=[O:39])=[O:11])=[CH:5][CH:6]=1 |f:1.2,3.4|. Procedure details: A solution of (S)-3-(biphenyl-4-yl)-2-(1-(2-ethoxy-2-oxoethyl)cyclopentanecarboxamido)propanoic acid (201.7 mg, 0.476 mmol), (S)-benzyl pyrrolidine-2-carboxylate hydrochloride (138 mg, 0.572 mmol), WSC.HCl (137 mg, 0.714 mmol), DIPEA (0.125 ml, 0.714 mmol) and 1-hydroxy-7-azabenzotriazole (97 mg, 0.714 mmol) in DMF (2 ml) was allowed to stir at room temperature under nitrogen for 14 hours. The reaction was quenched with H2O. The products were extracted with EtOAc. The organic layer was washed wi... Starting materials: CCOC(C)=O, CCn1c(=O)c(N2CCN(C(=O)OC(C)(C)C)CC2)c(-c2cccc(Cl)c2)c2ccc(C)nc21, CCOC(C)=O, Cl, [Na+], [OH-], O. The product is CCn1c(=O)c(N2CCNCC2)c(-c2cccc(Cl)c2)c2ccc(C)nc21. Reaction SMILES: [C:41]([O:42][CH2:43][CH3:44])(=[O:45])[CH3:46].[C:7]([O:8][C:9](=[O:10])[N:14]1[CH2:15][CH2:16][N:17]([c:20]2[c:21](=[O:40])[n:22]([CH2:38][CH3:39])[c:23]3[n:24][c:25]([CH3:37])[cH:26][cH:27][c:28]3[c:29]2-[c:30]2[cH:31][c:32]([Cl:36])[cH:33][cH:34][cH:35]2)[CH2:18][CH2:19]1)([CH3:11])([CH3:12])[CH3:13].[CH3:1][CH2:2][O:3][C:4](=[O:5])[CH3:6].[ClH:47].[Na+:49].[OH-:48].[OH2:50]>>[NH:14]1[CH2:15][CH2:16][N:17]([c:20]2[c:21](=[O:40])[n:22]([CH2:38][CH3:39])[c:23]3[n:24][c:25]([CH3:37])[cH:26][cH:27][c:28]3[c:29]2-[c:30]2[cH:31][c:32]([Cl:36])[cH:33][cH:34][cH:35]2)[CH2:18][CH2:19]1.